This data is from the Open Reaction Database (ORD), a public repository of structured organic reaction records. The task is: describe an organic reaction: reactants, conditions, products, and yield Starting materials: ( c ), N[C@H]([C@H]([C@@H](O)C1CC1)O)CC1CCCCC1 ((1S,2R,3S)-3-amino-4-cyclohexyl-1-cyclopropyl-1,2-butanediol), C(=O)(OCC1C2=CC=CC=C2C2=CC=CC=C12)N[C@@H](CCCC)C(=O)O (Fmoc-norleucine). Product: C1(CCCCC1)C[C@@H]([C@H]([C@@H](O)C1CC1)O)NC(=O)[C@H](CCCC)NC(OCC1C2=CC=CC=C2C=2C=CC=CC12)=O (9H-fluoren-9-ylmethyl [(S)-1-[[(1S,2R,3S)-1-(cyclohexylmethyl)-3-cyclopropyl-2,3-dihydroxypropyl]carbamoyl]pentyl]carbamate). Reaction SMILES: [NH2:1][C@@H:2]([CH2:10][CH:11]1[CH2:16][CH2:15][CH2:14][CH2:13][CH2:12]1)[C@@H:3]([OH:9])[C@H:4]([CH:6]1[CH2:8][CH2:7]1)[OH:5].[C:17]([NH:34][C@H:35]([C:40](O)=[O:41])[CH2:36][CH2:37][CH2:38][CH3:39])([O:19][CH2:20][CH:21]1[C:33]2[C:28](=[CH:29][CH:30]=[CH:31][CH:32]=2)[C:27]2[C:22]1=[CH:23][CH:24]=[CH:25][CH:26]=2)=[O:18]>>[CH:11]1([CH2:10][C@H:2]([NH:1][C:40]([C@@H:35]([NH:34][C:17](=[O:18])[O:19][CH2:20][CH:21]2[C:33]3[CH:32]=[CH:31][CH:30]=[CH:29][C:28]=3[C:27]3[C:22]2=[CH:23][CH:24]=[CH:25][CH:26]=3)[CH2:36][CH2:37][CH2:38][CH3:39])=[O:41])[C@@H:3]([OH:9])[C@H:4]([CH:6]2[CH2:8][CH2:7]2)[OH:5])[CH2:16][CH2:15][CH2:14][CH2:13][CH2:12]1. Reported procedure: Analogously to the procedure described in Example 1, paragraph (c), by condensing (1S,2R,3S)-3-amino-4-cyclohexyl-1-cyclopropyl-1,2-butanediol and Fmoc-norleucine there was obtained 9H-fluoren-9-ylmethyl [(S)-1-[[(1S,2R,3S)-1-(cyclohexylmethyl)-3-cyclopropyl-2,3-dihydroxypropyl]carbamoyl]pentyl]carbamate which, after reaction with piperidine in methylene chloride, yielded (S)-2-amino-N-[(1S,2R,3S)-1-(cyclohexylmethyl)-3-cyclopropyl-2,3-dihydroxypropyl]hexanamide as a colourless foam, MS: 322 (M-... Reactants: [Pb].[N] (nitrogen lead), C(=C)N1C(CCC1)=O (N-vinylpyrrolidone), C(C(=C)C)(=O)N[C@H]1C(O)O[C@@H]([C@H]([C@@H]1O)O)CO (N-methacryloyl D-glucosamine), N(=NC(C#N)(C)C)C(C#N)(C)C (azo-bisisobutyronitrile). The solvent is C(C)O (ethanol). Yields the product C(=C)N1C(CCC1)=O.C(C(=C)C)(=O)N[C@H]1C(O)O[C@@H]([C@H]([C@@H]1O)O)CO (N-vinylpyrrolidone N-methacryloyl D-glucosamine). RXN SMILES: [Pb].[N].[CH:3]([N:5]1[CH2:9][CH2:8][CH2:7][C:6]1=[O:10])=[CH2:4].[C:11]([NH:16][C@@H:17]1[C@@H:23]([OH:24])[C@H:22]([OH:25])[C@@H:21]([CH2:26][OH:27])[O:20][CH:18]1[OH:19])(=[O:15])[C:12]([CH3:14])=[CH2:13].N(C(C)(C)C#N)=NC(C)(C)C#N>C(O)C>[CH:3]([N:5]1[CH2:9][CH2:8][CH2:7][C:6]1=[O:10])=[CH2:4].[C:11]([NH:16][C@@H:17]1[C@@H:23]([OH:24])[C@H:22]([OH:25])[C@@H:21]([CH2:26][OH:27])[O:20][CH:18]1[OH:19])(=[O:15])[C:12]([CH3:14])=[CH2:13] |f:0.1,6.7,^3:0|. Reported procedure: Into a 500 ml round bottom flask fitted with a stirrer and a nitrogen lead-in tube, 100 g of ethanol, 95 g of distilled N-vinylpyrrolidone, 5 g of N-methacryloyl D-glucosamine and 1 g of azo-bisisobutyronitrile are introduced. Reactants: N([C@@H](CC(C)C)C(=O)N[C@@H](CCCCNC(=O)OCC1=CC=CC=C1)C(=O)O)C(=O)OC(C)(C)C (BOC-Leu-Lys(Z)). The solvent is Cl.CC(=O)O (HCl AcOH). Yields the product N[C@@H](CC(C)C)C(=O)N[C@@H](CCCCNC(=O)OCC1=CC=CC=C1)C(=O)O (H-Leu-Lys(Z)). Yield: 140.7%. RXN SMILES: [NH:1](C(OC(C)(C)C)=O)[C@H:2]([C:7]([NH:9][C@H:10]([C:26]([OH:28])=[O:27])[CH2:11][CH2:12][CH2:13][CH2:14][NH:15][C:16]([O:18][CH2:19][C:20]1[CH:25]=[CH:24][CH:23]=[CH:22][CH:21]=1)=[O:17])=[O:8])[CH2:3][CH:4]([CH3:6])[CH3:5]>Cl.CC(O)=O>[NH2:1][C@H:2]([C:7]([NH:9][C@H:10]([C:26]([OH:28])=[O:27])[CH2:11][CH2:12][CH2:13][CH2:14][NH:15][C:16]([O:18][CH2:19][C:20]1[CH:21]=[CH:22][CH:23]=[CH:24][CH:25]=1)=[O:17])=[O:8])[CH2:3][CH:4]([CH3:5])[CH3:6] |f:1.2|. Procedure details: In 90.8 ml of 2N HCl/AcOH, 22.8 g (36.3 mmol) of BOC-Leu-Lys(Z)-CHA was dissolved and reacted at room temperature for 2 hours. After the reaction, deposited crystals were reprecipitated in 1000 ml of ether, filtered and dried to yield 20.1 g (98.0%) of H-Leu-Lys(Z)-CHA.HCl. The reactants are Cl (HCl), C(=O)(OC(C)(C)C)NCCNC1=NC=CC=C1 (2-[[2-(Boc-amino)ethyl]amino]pyridine). Solvent: O1CCOCC1 (dioxane), C(Cl)Cl (CH2Cl2). Reaction conditions: time 2 hour. Yields the product Cl.Cl.NCCNC1=NC=CC=C1 (2-[(2-Aminoethyl)amino]pyridine dihydrochloride). Reaction SMILES: [ClH:1].C([NH:9][CH2:10][CH2:11][NH:12][C:13]1[CH:18]=[CH:17][CH:16]=[CH:15][N:14]=1)(OC(C)(C)C)=O>O1CCOCC1.C(Cl)Cl>[ClH:1].[ClH:1].[NH2:9][CH2:10][CH2:11][NH:12][C:13]1[CH:18]=[CH:17][CH:16]=[CH:15][N:14]=1 |f:4.5.6|. Procedure details: 4N HCl in dioxane (3.2 mL) was added in a stream to a solution of 2-[[2-(Boc-amino)ethyl]amino]pyridine (148.4 mg, 0.63 mmole) in anhydrous CH2Cl2 (3.2 mL) at 0° C., then the reaction was warmed to RT. After 2 hr, the mixture was suction filtered to collect the precipitated solid, which was washed with anhydrous Et2O and dried to afford the title compound (132.8 mg, quantitative) as a yellow solid: 1H NMR (400, CD3OD) δ 7.99-8.07 (m, 1 H), 7.92-7.98 (m, 1 H), 7.19 (d, J=9.1 Hz, 1 H), 6.98-7.04 (... Reactants: solution, C(CCC)[Li] (n-butyllithium), C(C)(C)(C)C(C(C)(C)C)(CC=C)O (3-tert-butyl-2,2-dimethylhex-5-en-3-ol), Cl (HCl), C(C1=CC=CC=C1)#N (benzonitrile). Reagents/catalysts: [Cl-].[Cl-].[Zn+2] (ZnCl2). The solvent is CCCCC (pentane), C1CCOC1 (THF), C(C)OCC (diethyl ether), CCOCC (Et2O), C1CCOC1 (THF). Run at time 15 minute. The product is C1(=CC=CC=C1)C(CC=C)=O (1-phenyl-but-3-en-1-on). RXN SMILES: [CH2:1]([Li])[CH2:2][CH2:3]C.C([C:10]([OH:18])([CH2:15][CH:16]=[CH2:17])[C:11]([CH3:14])([CH3:13])C)(C)(C)C.C(#N)C1C=CC=CC=1.Cl>CCCCC.C1COCC1.[Cl-].[Cl-].[Zn+2].C(OCC)C>[C:11]1([C:10](=[O:18])[CH2:15][CH:16]=[CH2:17])[CH:13]=[CH:3][CH:2]=[CH:1][CH:14]=1 |f:6.7.8|. Reported procedure: 1.94 ml of a 1.4 molar solution of n-butyllithium (2.71 mmol) in pentane were added dropwise at 0° C. under argon for 2 min to a stirred solution of 500 mg (2.71 mmol) 3-tert-butyl-2,2-dimethylhex-5-en-3-ol in 4 ml THF. The solution obtained was stirred for 15 minutes, a solution of 370 mg (2.71 mmol) ZnCl2 in 2 ml THF and then 278 μl (2.71 mmol) benzonitrile were added. The reaction mixture was heated to room temperature and stirred for 1 hour. Subsequently, 15 ml of a 0.25-molar HCl solution a...